From a dataset of the Open Reaction Database (ORD), a public repository of structured organic reaction records. describe an organic reaction: reactants, conditions, products, and yield Starting materials: C(C)OC(=O)C=C(CCC=C(CCC=C(CCC=C(CCC=C(C(=O)O)C)C)C)C)C (19-ethoxycarbonyl-2,6,10,14,18-pentamethyl-2,6,10,14,18-nonadecapentaenoic acid), CNC (dimethylamine). Yields the product C(C)OC(=O)C=C(CCC=C(CCC=C(CCC=C(CCC=C(C(=O)N(C)C)C)C)C)C)C (N-(19-ethoxycarbonyl-2,6,10,14,18-pentamethyl-2,6,10,14,18-nonadecapentaenoyl)dimethylamine). As a reaction SMILES: [CH2:1]([O:3][C:4]([CH:6]=[C:7]([CH3:31])[CH2:8][CH2:9][CH:10]=[C:11]([CH3:30])[CH2:12][CH2:13][CH:14]=[C:15]([CH3:29])[CH2:16][CH2:17][CH:18]=[C:19]([CH3:28])[CH2:20][CH2:21][CH:22]=[C:23]([CH3:27])[C:24](O)=[O:25])=[O:5])[CH3:2].[CH3:32][NH:33][CH3:34]>>[CH2:1]([O:3][C:4]([CH:6]=[C:7]([CH3:31])[CH2:8][CH2:9][CH:10]=[C:11]([CH3:30])[CH2:12][CH2:13][CH:14]=[C:15]([CH3:29])[CH2:16][CH2:17][CH:18]=[C:19]([CH3:28])[CH2:20][CH2:21][CH:22]=[C:23]([CH3:27])[C:24]([N:33]([CH3:34])[CH3:32])=[O:25])=[O:5])[CH3:2]. Procedure details: Starting materials: 19-ethoxycarbonyl-2,6,10,14,18-pentamethyl-2,6,10,14,18-nonadecapentaenoic acid and dimethylamine (50% aqueous dimethylamine solution) Reactants: C(C)O.Cl (hydrochloric acid ethanol), O1C(CCCC1)OC=1C=C2C=CC(=NC2=CC1)OCC1=CC=C(C=C1)OC(F)(F)F (6-(Tetrahydro-2H-pyran-2-yloxy)-2-[4-(trifluoromethoxy)benzyloxy]quinoline), C(O)([O-])=O.[Na+] (sodium hydrogen carbonate). Solvent: C(C)O (ethanol). Run at time 2 hour. Yields the product FC(OC1=CC=C(COC2=NC3=CC=C(C=C3C=C2)O)C=C1)(F)F (2-(4-trifluoromethoxybenzyloxy)-quinolin-6-ol). Isolated yield 90.6%. As a reaction SMILES: C(O)C.Cl.O1CCCCC1[O:11][C:12]1[CH:13]=[C:14]2[C:19](=[CH:20][CH:21]=1)[N:18]=[C:17]([O:22][CH2:23][C:24]1[CH:29]=[CH:28][C:27]([O:30][C:31]([F:34])([F:33])[F:32])=[CH:26][CH:25]=1)[CH:16]=[CH:15]2.C(=O)([O-])O.[Na+]>C(O)C>[F:33][C:31]([F:32])([F:34])[O:30][C:27]1[CH:28]=[CH:29][C:24]([CH2:23][O:22][C:17]2[CH:16]=[CH:15][C:14]3[C:19](=[CH:20][CH:21]=[C:12]([OH:11])[CH:13]=3)[N:18]=2)=[CH:25][CH:26]=1 |f:0.1,3.4|. Procedure details: A 1 N hydrochloric acid ethanol solution (40 ml) was added to an ethanol (10 ml) solution of 6-(Tetrahydro-2H-pyran-2-yloxy)-2-[4-(trifluoromethoxy)benzyloxy]quinoline (3.5 g, 8.3 mmol) and then stirred at room temperature for 2 hours. A saturated sodium hydrogen carbonate aqueous solution was added to the reaction mixture, followed by extraction with ethyl acetate. The organic layer was washed with a saturated sodium chloride aqueous solution and dried over sodium sulfate. After filtering, the ... The reactants are CC(C(=O)NC1=C(C=C(C=C1)C(F)(F)F)C)(C)C (2,2-dimethyl-N-(2-methyl-4-trifluoromethylphenyl)propanamide), O1CCCC1 (tetrahydrofuran), solution, C(CCC)[Li] (n-butyllithium), solution, CN=CC=1SC=CC1C (3-methyl-2-thiophenecarboxaldehyde methylimine), O1CCCC1 (tetrahydrofuran). Solvent: O (water), hexanes, C1(=CC=CC=C1)C (toluene). Yields the product CC(C(=O)NC1=C(C=C(C=C1)C(F)(F)F)CC(C=1SC=CC1C)NC)(C)C (2,2-Dimethyl-N-[2-[2-methylamino-2-(3-methyl-2-thienyl)ethyl]-4-trifluoromethylphenyl]propanamide). RXN SMILES: [CH3:1][C:2]([CH3:18])([CH3:17])[C:3]([NH:5][C:6]1[CH:11]=[CH:10][C:9]([C:12]([F:15])([F:14])[F:13])=[CH:8][C:7]=1[CH3:16])=[O:4].O1CCCC1.C([Li])CCC.[CH3:29][N:30]=[CH:31][C:32]1[S:33][CH:34]=[CH:35][C:36]=1[CH3:37]>C1(C)C=CC=CC=1.O>[CH3:1][C:2]([CH3:18])([CH3:17])[C:3]([NH:5][C:6]1[CH:11]=[CH:10][C:9]([C:12]([F:13])([F:14])[F:15])=[CH:8][C:7]=1[CH2:16][CH:31]([NH:30][CH3:29])[C:32]1[S:33][CH:34]=[CH:35][C:36]=1[CH3:37])=[O:4]. Reported procedure: To a chilled (10° C.) solution of 12.81 g of 2,2-dimethyl-N-(2-methyl-4-trifluoromethylphenyl)propanamide and 200 ml of anhydrous tetrahydrofuran, was added dropwise over 20 min, 48 ml of a 2.5M solution of n-butyllithium in hexanes, with stirring. The solution was stirred, with cooling, for 1 hr, and 10.65 g of an 85% solution of 3-methyl-2-thiophenecarboxaldehyde methylimine in toluene, and 20 ml of tetrahydrofuran was added, dropwise over 10 min, with stirring. After stirring and cooling for ...